describe an organic reaction: reactants, conditions, products, and yield From a dataset of the Open Reaction Database (ORD), a public repository of structured organic reaction records. Starting materials: C(Cl)(Cl)Cl (chloroform), NC1=NC=CC=C1O (2-Amino-3-pyridinol), chloromethyltrimethylorthoformate, O.C1(=CC=C(C=C1)S(=O)(=O)O)C (p-toluenesulfonic acid hydrate). Run in C(C)O (ethanol), COCCOCCOC (diglyme). Run at temperature 80 celsius. The product is ClCC=1OC=2C(=NC=CC2)N1 (2-(chloromethyl)[1,3]oxazolo[4,5-b]pyridine). Reaction SMILES: [NH2:1][C:2]1[C:7]([OH:8])=[CH:6][CH:5]=[CH:4][N:3]=1.O.[C:10]1([CH3:20])C=CC(S(O)(=O)=O)=CC=1.C(Cl)(Cl)[Cl:22]>COCCOCCOC.C(O)C>[Cl:22][CH2:10][C:20]1[O:8][C:7]2[C:2]([N:1]=1)=[N:3][CH:4]=[CH:5][CH:6]=2 |f:1.2|. Procedure details: 2-Amino-3-pyridinol (1.1 g, Chemical Abstracts #16867-03-1) and chloromethyltrimethylorthoformate (2.27 g) were combined in diglyme (in 21 mL) and heated at 80° C. for 6 hours. The mixture was treated with p-toluenesulfonic acid hydrate (4 mg) and heated at 80° C. for an additional 48 hours. The mixture was allowed to cool to room temperature and diluted with chloroform (40 mL) and ethanol (10 mL). The mixture was filtered and the filtrate concentrated under reduced pressure. The residue was dis...